This data is from the Open Reaction Database (ORD), a public repository of structured organic reaction records. The task is: describe an organic reaction: reactants, conditions, products, and yield The reactants are Cl (hydrochloric acid), CON1CCC(CC1)=COC (1-methoxy-4-methoxymethylene-piperidine). Reported procedure: Concentrated hydrochloric acid (7 mL) was added to a solution of 1-methoxy-4-methoxymethylene-piperidine (9.2 g, 58 mmol) in THF (100 mL), and the mixture was stirred at room temperature for 4 h. The organic solvent was removed under reduced pressure, and the reaction mixture was partitioned between methylene chloride and water. The separated organic layer was dried over sodium sulfate, filtered and concentrated in vacuum. The crude product was purified by column chromatography on silica gel. Yi... Conditions: time 4 hour. The product is CON1CCC(CC1)C=O (1-methoxy-piperidine-4-carbaldehyde). As a reaction SMILES: Cl.[CH3:2][O:3][N:4]1[CH2:9][CH2:8][C:7](=[CH:10][O:11]C)[CH2:6][CH2:5]1>C1COCC1>[CH3:2][O:3][N:4]1[CH2:9][CH2:8][CH:7]([CH:10]=[O:11])[CH2:6][CH2:5]1. Solvent: C1CCOC1 (THF).